The task is: describe an organic reaction: reactants, conditions, products, and yield. This data is from the Open Reaction Database (ORD), a public repository of structured organic reaction records. Reactants: NC1CC(NC(C1)(C)C)(C)C (4-amino-2,2,6,6-tetramethylpiperidine), C(C1=CC=CC=C1)OC=1C=C(C(=O)O)C=CC1C=1NC2=CC(=C(C=C2C1)Cl)Cl (3-benzyloxy-4-(5,6-dichloro-1H-indol-2-yl)benzoic acid), CCN=C=NCCCN(C)C (WSC), ON1N=NC2=C1C=CC=C2 (1-hydroxybenzotriazole). Run in C1CCOC1 (THF), C1CCOC1 (THF). Product: ClC=1C=C2C=C(NC2=CC1Cl)C1=C(C=C(C(=O)NC2CC(NC(C2)(C)C)(C)C)C=C1)OCC1=CC=CC=C1 (4-(5,6-Dichloro-1H-indol-2-yl)-3-benzyloxy-N-(2,2,6,6-tetramethylpiperidin-4-yl)-benzamide). Isolated yield 50.2%. Reaction SMILES: [CH2:1]([O:8][C:9]1[CH:10]=[C:11]([CH:15]=[CH:16][C:17]=1[C:18]1[NH:19][C:20]2[C:25]([CH:26]=1)=[CH:24][C:23]([Cl:27])=[C:22]([Cl:28])[CH:21]=2)[C:12]([OH:14])=O)[C:2]1[CH:7]=[CH:6][CH:5]=[CH:4][CH:3]=1.CCN=C=NCCCN(C)C.ON1C2C=CC=CC=2N=N1.[NH2:50][CH:51]1[CH2:56][C:55]([CH3:58])([CH3:57])[NH:54][C:53]([CH3:60])([CH3:59])[CH2:52]1>C1COCC1>[Cl:27][C:23]1[CH:24]=[C:25]2[C:20](=[CH:21][C:22]=1[Cl:28])[NH:19][C:18]([C:17]1[CH:16]=[CH:15][C:11]([C:12]([NH:50][CH:51]3[CH2:52][C:53]([CH3:60])([CH3:59])[NH:54][C:55]([CH3:58])([CH3:57])[CH2:56]3)=[O:14])=[CH:10][C:9]=1[O:8][CH2:1][C:2]1[CH:7]=[CH:6][CH:5]=[CH:4][CH:3]=1)=[CH:26]2. Reported procedure: To a solution of 3-benzyloxy-4-(5,6-dichloro-1H-indol-2-yl)benzoic acid (0.14 g, 0.34 mmol), prepared as in Description 19, in THF (14 ml), WSC (N-(3-Dimethylaminopropyl)-N′-ethylcarbodiimide hydrochloride) (0.078 g, 0.408 mmol) and 1-hydroxybenzotriazole (0.0551 g, 0.408 mmol) was refluxed for 6 h. A solution of 4-amino-2,2,6,6-tetramethylpiperidine (0.064 g, 0.408 mmol) in THF (2 ml) was added dropwise and refluxed for additional 2 h. The solvent was removed under vacuum and the residue suspen...